This data is from the Open Reaction Database (ORD), a public repository of structured organic reaction records. The task is: describe an organic reaction: reactants, conditions, products, and yield Starting materials: CO, C=C(C)C1NC(=O)CC(c2cc(Cl)ccc2OCC(C)(C)C(=O)OC)C12C(=O)Nc1cc(Cl)ccc12, [Na+], [OH-], O. The product is C=C(C)C1NC(=O)CC(c2cc(Cl)ccc2OCC(C)(C)C(=O)O)C12C(=O)Nc1cc(Cl)ccc12. RXN SMILES: [CH3:40][OH:41].[Cl:1][c:2]1[cH:3][cH:4][c:5]2[c:9]([cH:10]1)[NH:8][C:7](=[O:11])[C:6]21[CH:12]([C:34](=[CH2:35])[CH3:36])[NH:13][C:14](=[O:33])[CH2:15][CH:16]1[c:17]1[c:18]([O:24][CH2:25][C:26]([CH3:27])([CH3:28])[C:29](=[O:30])[O:31][CH3:32])[cH:19][cH:20][c:21]([Cl:23])[cH:22]1.[Na+:38].[OH-:37].[OH2:39]>>[Cl:1][c:2]1[cH:3][cH:4][c:5]2[c:9]([cH:10]1)[NH:8][C:7](=[O:11])[C:6]21[CH:12]([C:34](=[CH2:35])[CH3:36])[NH:13][C:14](=[O:33])[CH2:15][CH:16]1[c:17]1[c:18]([O:24][CH2:25][C:26]([CH3:27])([CH3:28])[C:29](=[O:30])[OH:31])[cH:19][cH:20][c:21]([Cl:23])[cH:22]1. Starting materials: Triacetoxylated sodium borohydride, BrC1=CC=C2CCNC2=C1 (6-bromoindoline), FC1=CC=C(CCN2CCC(CC2)=O)C=C1 (1-(4-fluorophenethyl)-4-piperidone), ClC(C)Cl (dichloroethane). Run in C(C)(=O)O (acetic acid). Reaction conditions: time 2 hour. Product: FC1=CC=C(CCN2CCC(CC2)N2CCC3=CC=C(C=C23)Br)C=C1 (1-[1-(4-fluorophenethyl)piperidin-4-yl]-6-bromoindoline). The yield is 58.0%. Reaction SMILES: [Br:1][C:2]1[CH:10]=[C:9]2[C:5]([CH2:6][CH2:7][NH:8]2)=[CH:4][CH:3]=1.[F:11][C:12]1[CH:26]=[CH:25][C:15]([CH2:16][CH2:17][N:18]2[CH2:23][CH2:22][C:21](=O)[CH2:20][CH2:19]2)=[CH:14][CH:13]=1.ClC(Cl)C>C(O)(=O)C>[F:11][C:12]1[CH:13]=[CH:14][C:15]([CH2:16][CH2:17][N:18]2[CH2:23][CH2:22][CH:21]([N:8]3[C:9]4[C:5](=[CH:4][CH:3]=[C:2]([Br:1])[CH:10]=4)[CH2:6][CH2:7]3)[CH2:20][CH2:19]2)=[CH:25][CH:26]=1. Procedure details: Triacetoxylated sodium borohydride (298 g) was added over 30 min to a mixture of 6-bromoindoline (175 g), 1-(4-fluorophenethyl)-4-piperidone (194 g), acetic acid (250 ml) and dichloroethane (2.5 l) followed by stirring 2 hr. Then the reaction solution was concentrated under reduced pressure, diluted with ethyl acetate (2 l), an 8 N aqueous solution of sodium hydroxide (1 l) and water (500 ml) and the layers were separated. The organic layer was washed successively with water (0.5 l) and brine (0... Reactants: CC1(CCC(C2=CC(=CC=C12)C)(C)C)C (1,1,4,4,6-pentamethyl-1,2,3,4-tetrahydronaphthalene), BrC1=CC=C(C(=O)Cl)C=C1 (4-bromobenzoyl chloride), [Al+3].[Cl-].[Cl-].[Cl-] (AlCl3). Run in C(Cl)Cl (CH2Cl2). Reaction conditions: temperature 0 celsius, time 5 minute. Product: BrC1=CC=C(C=C1)C(=O)C1=CC=2C(CCC(C2C=C1C)(C)C)(C)C ((4-Bromophenyl)-(3,5,5,8,8-pentamethyl-5,6,7,8-tetrahydro-naphthalen-2-yl)-methanone). As a reaction SMILES: [CH3:1][C:2]1([CH3:15])[C:11]2[C:6](=[CH:7][C:8]([CH3:12])=[CH:9][CH:10]=2)[C:5]([CH3:14])([CH3:13])[CH2:4][CH2:3]1.[Br:16][C:17]1[CH:25]=[CH:24][C:20]([C:21](Cl)=[O:22])=[CH:19][CH:18]=1.[Al+3].[Cl-].[Cl-].[Cl-]>C(Cl)Cl>[Br:16][C:17]1[CH:25]=[CH:24][C:20]([C:21]([C:9]2[C:8]([CH3:12])=[CH:7][C:6]3[C:5]([CH3:14])([CH3:13])[CH2:4][CH2:3][C:2]([CH3:15])([CH3:1])[C:11]=3[CH:10]=2)=[O:22])=[CH:19][CH:18]=1 |f:2.3.4.5|. Reported procedure: 1,1,4,4,6-pentamethyl-1,2,3,4-tetrahydronaphthalene (2 g, 9.9 mmol) and 4-bromobenzoyl chloride (2.17 g, 9.9 mol) were dissolved in 20 mL of CH2Cl2 and cooled to 0° C. using an ice-water-NaCl bath. AlCl3 (3.95 g, 29.7 mmol) was added in portions at over 5 min. The dark reaction mixture was allowed to stir at 0° C. for 5 min. The reaction was quenched by slow addition of ice at 0° C. The mixture was diluted with water and 150 mL of EtOAc was added and the layers were separated. The aqueous layer ... Starting materials: C(#N)C=1C=C(C=CC1OCC1=C(C=CC=C1)F)C=1CC[C@H](N1)C(=O)OC (methyl (2S)-5-(3-cyano-4-{[(2-fluorophenyl)methyl]oxy}phenyl)-3,4-dihydro-2H-pyrrole-2-carboxylate), Pt. Run in C(C)(=O)OCC (ethyl acetate). Run at time 24 hour. Yields the product C(#N)C=1C=C(C=CC1OCC1=C(C=CC=C1)F)[C@H]1CC[C@H](N1)C(=O)OC (Methyl (5R)-5-(3-cyano-4-{[(2-fluorophenyl)methyl]oxy}phenyl)-L-prolinate). Isolated yield 91.2%. RXN SMILES: [C:1]([C:3]1[CH:4]=[C:5]([C:18]2[CH2:19][CH2:20][C@@H:21]([C:23]([O:25][CH3:26])=[O:24])[N:22]=2)[CH:6]=[CH:7][C:8]=1[O:9][CH2:10][C:11]1[CH:16]=[CH:15][CH:14]=[CH:13][C:12]=1[F:17])#[N:2]>C(OCC)(=O)C>[C:1]([C:3]1[CH:4]=[C:5]([C@@H:18]2[NH:22][C@H:21]([C:23]([O:25][CH3:26])=[O:24])[CH2:20][CH2:19]2)[CH:6]=[CH:7][C:8]=1[O:9][CH2:10][C:11]1[CH:16]=[CH:15][CH:14]=[CH:13][C:12]=1[F:17])#[N:2]. Procedure: A suspension of methyl (2S)-5-(3-cyano-4-{[(2-fluorophenyl)methyl]oxy}phenyl)-3,4-dihydro-2H-pyrrole-2-carboxylate (D72, 70 mg, 0.198 mmol) and Pt (5% on carbon) in ethyl acetate (10 ml) was stirred at room temperature for 24 hrs. Filtration over celite and subsequent evaporation gave the title compound (64 mg, 91%). The obtained material was used unpurified in the next step. UPLC: Rt=0.55 min, MS: (ES/+) m/z: 355 [MH+], C20H19FN2O3 requires 354.